Dataset: the Open Reaction Database (ORD), a public repository of structured organic reaction records. Task: describe an organic reaction: reactants, conditions, products, and yield The reactants are CN(CCN1C(=NC(=C1)C1=CC(=C(C=C1)F)C(F)(F)F)C1CCN(CC1)C1=C(C(=NC=N1)N)CC)C (6-(4-(1-(2-(dimethylamino)ethyl)-4-(4-fluoro-3-(trifluoromethyl)phenyl)-1H-imidazol-2-yl)piperidin-1-yl)-5-ethylpyrimidin-4-amine), CN(CCN1C(=NC(=C1)C1=CC(=C(C=C1)F)C(F)(F)F)C1CCN(CC1)C1=C(C(=NC=N1)N)\C=C\OCC)C ((E)-6-(4-(1-(2-(dimethylamino)ethyl)-4-(4-fluoro-3-(trifluoromethyl)phenyl)-1H-imidazol-2-yl)piperidin-1-yl)-5-(2-ethoxyvinyl)pyrimidin-4-amine). Product: CN(CCN1C(=NC(=C1)C1=CC(=C(C=C1)F)C(F)(F)F)C1CCN(CC1)C1=C(C(=NC=N1)N)CCOCC)C (6-(4-(1-(2-(Dimethylamino)ethyl)-4-(4-fluoro-3-(trifluoromethyl)phenyl)-1H-imidazol-2-yl)piperidin-1-yl)-5-(2-ethoxyethyl)pyrimidin-4-amine). RXN SMILES: CN(C)CCN1C=C(C2C=CC(F)=C(C(F)(F)F)C=2)N=C1C1CCN(C2N=CN=C(N)C=2CC)CC1.[CH3:37][N:38]([CH3:75])[CH2:39][CH2:40][N:41]1[CH:45]=[C:44]([C:46]2[CH:51]=[CH:50][C:49]([F:52])=[C:48]([C:53]([F:56])([F:55])[F:54])[CH:47]=2)[N:43]=[C:42]1[CH:57]1[CH2:62][CH2:61][N:60]([C:63]2[N:68]=[CH:67][N:66]=[C:65]([NH2:69])[C:64]=2/[CH:70]=[CH:71]/[O:72][CH2:73][CH3:74])[CH2:59][CH2:58]1>>[CH3:75][N:38]([CH3:37])[CH2:39][CH2:40][N:41]1[CH:45]=[C:44]([C:46]2[CH:51]=[CH:50][C:49]([F:52])=[C:48]([C:53]([F:55])([F:56])[F:54])[CH:47]=2)[N:43]=[C:42]1[CH:57]1[CH2:58][CH2:59][N:60]([C:63]2[N:68]=[CH:67][N:66]=[C:65]([NH2:69])[C:64]=2[CH2:70][CH2:71][O:72][CH2:73][CH3:74])[CH2:61][CH2:62]1. Reported procedure: The title compound was prepared in an analogous manner as 6-(4-(1-(2-(dimethylamino)ethyl)-4-(4-fluoro-3-(trifluoromethyl)phenyl)-1H-imidazol-2-yl)piperidin-1-yl)-5-ethylpyrimidin-4-amine using (E)-6-(4-(1-(2-(dimethylamino)ethyl)-4-(4-fluoro-3-(trifluoromethyl)phenyl)-1H-imidazol-2-yl)piperidin-1-yl)-5-(2-ethoxyvinyl)pyrimidin-4-amine. LC-MS: (M+1=550, obsd.=550).